This data is from the Open Reaction Database (ORD), a public repository of structured organic reaction records. The task is: describe an organic reaction: reactants, conditions, products, and yield As a reaction SMILES: [CH3:1][N:2]([CH2:4][C:5]1[O:13][C:12]2[CH2:11][CH2:10][N:9]([C:14](=[O:26])[CH2:15][CH2:16][CH2:17][CH2:18][S:19][C:20]3[CH:25]=[CH:24][CH:23]=[CH:22][CH:21]=3)[CH2:8][C:7]=2[CH:6]=1)[CH3:3].[ClH:27]>CO.C(OCC)(=O)C>[ClH:27].[CH3:1][N:2]([CH2:4][C:5]1[O:13][C:12]2[CH2:11][CH2:10][N:9]([C:14](=[O:26])[CH2:15][CH2:16][CH2:17][CH2:18][S:19][C:20]3[CH:21]=[CH:22][CH:23]=[CH:24][CH:25]=3)[CH2:8][C:7]=2[CH:6]=1)[CH3:3] |f:4.5|. The reactants are CN(C)CC1=CC=2CN(CCC2O1)C(CCCCSC1=CC=CC=C1)=O (1-(2-Dimethylaminomethyl-6,7-dihydro-4H-furo[3,2-c]pyridin-5-yl)-5-phenylthiopentan-1-one), Cl (hydrogen chloride). Solvent: CO (methanol), C(C)(=O)OCC (ethyl acetate). Reported procedure: 1-(2-Dimethylaminomethyl-6,7-dihydro-4H-furo[3,2-c]pyridin-5-yl)-5-phenylthiopentan-1-one 0.224 g was dissolved in 2 ml of methanol; hydrogen chloride in ethyl acetate was added in excess, followed by stirring. After this mixture was concentrated, diethyl ether was added; the resulting solid was filtered and washed with diethyl ether to yield the desired product. Product: Cl.CN(C)CC1=CC=2CN(CCC2O1)C(CCCCSC1=CC=CC=C1)=O (1-(2-dimethylaminomethyl-6,7-dihydro-4H-furo[3,2-c]pyridin-5-yl)-5-phenylthiopentan-1-one hydrochloride). Product: CC12CCC(OCCN3C(=O)c4ccccc4C3=O)CC1CCC1C2CCC2(C)C(c3ccoc3)CCC12O. Reactants: CCOC(=O)N=NC(=O)OCC, O=C1NC(=O)c2ccccc21, C1CCOC1, CC12CCC(OCCO)CC1CCC1C2CCC2(C)C(c3ccoc3)CCC12O, c1ccc(P(c2ccccc2)c2ccccc2)cc1. Reaction SMILES: [O:1]=[C:2]([O:3][CH2:4][CH3:5])[N:6]=[N:7][C:8]([O:9][CH2:10][CH3:11])=[O:12].[O:42]=[C:43]1[NH:44][C:45](=[O:46])[c:47]2[cH:48][cH:49][cH:50][cH:51][c:52]21.[O:72]1[CH2:73][CH2:74][CH2:75][CH2:76]1.[OH:13][CH2:14][CH2:15][O:16][CH:17]1[CH2:18][CH:19]2[CH2:20][CH2:21][CH:22]3[C:23]4([OH:41])[CH2:24][CH2:25][CH:26]([c:36]5[cH:37][o:38][cH:39][cH:40]5)[C:27]4([CH3:28])[CH2:29][CH2:30][CH:31]3[C:32]2([CH3:35])[CH2:33][CH2:34]1.[c:53]1([P:54]([c:55]2[cH:56][cH:57][cH:58][cH:59][cH:60]2)[c:61]2[cH:62][cH:63][cH:64][cH:65][cH:66]2)[cH:67][cH:68][cH:69][cH:70][cH:71]1>>[CH2:14]([CH2:15][O:16][CH:17]1[CH2:18][CH:19]2[CH2:20][CH2:21][CH:22]3[C:23]4([OH:41])[CH2:24][CH2:25][CH:26]([c:36]5[cH:37][o:38][cH:39][cH:40]5)[C:27]4([CH3:28])[CH2:29][CH2:30][CH:31]3[C:32]2([CH3:35])[CH2:33][CH2:34]1)[N:44]1[C:43](=[O:42])[c:52]2[c:47]([cH:48][cH:49][cH:50][cH:51]2)[C:45]1=[O:46]. Reactants: C1CCOC1, CO, Fc1cccc(OCCCCOC2CCCCO2)c1F, O, Cc1ccc(S(=O)(=O)O)cc1. The product is OCCCCOc1cccc(F)c1F. Reaction SMILES: [CH2:34]1[O:35][CH2:36][CH2:37][CH2:38]1.[CH3:32][OH:33].[F:1][c:2]1[c:3]([O:4][CH2:5][CH2:6][CH2:7][CH2:8][O:9][CH:10]2[CH2:11][CH2:12][CH2:13][CH2:14][O:15]2)[cH:16][cH:17][cH:18][c:19]1[F:20].[OH2:39].[c:21]1([CH3:22])[cH:23][cH:24][c:25]([S:26]([OH:27])(=[O:28])=[O:29])[cH:30][cH:31]1>>[F:1][c:2]1[c:3]([O:4][CH2:5][CH2:6][CH2:7][CH2:8][OH:9])[cH:16][cH:17][cH:18][c:19]1[F:20]. The reactants are ClCCl, [Na+], [OH-], OCc1ccc2cc[nH]c2c1. Yields the product O=Cc1ccc2cc[nH]c2c1. Reaction SMILES: [CH2:14]([Cl:15])[Cl:16].[Na+:13].[OH-:12].[nH:1]1[cH:2][cH:3][c:4]2[cH:5][cH:6][c:7]([CH2:10][OH:11])[cH:8][c:9]12>>[nH:1]1[cH:2][cH:3][c:4]2[cH:5][cH:6][c:7]([CH:10]=[O:11])[cH:8][c:9]12. The reactants are O=C([O-])O, CCN(CC)c1ccc(N)cc1, O=C(Cl)OCc1ccccc1, ClCCl, Cl, [Na+]. Product: CCN(CC)c1ccc(NC(=O)OCc2ccccc2)cc1. Reaction SMILES: [C:25](=[O:26])([O-:27])[OH:28].[CH2:13]([CH3:14])[N:15]([c:16]1[cH:17][cH:18][c:19]([NH2:22])[cH:20][cH:21]1)[CH2:23][CH3:24].[Cl:1][C:2](=[O:3])[O:4][CH2:5][c:6]1[cH:7][cH:8][cH:9][cH:10][cH:11]1.[Cl:30][CH2:31][Cl:32].[ClH:12].[Na+:29]>>[C:2](=[O:3])([O:4][CH2:5][c:6]1[cH:7][cH:8][cH:9][cH:10][cH:11]1)[NH:22][c:19]1[cH:18][cH:17][c:16]([N:15]([CH2:13][CH3:14])[CH2:23][CH3:24])[cH:21][cH:20]1. Starting materials: CN(CCNC1=C(C=C2C(C(=CN(C2=N1)C[C@H]1N(CCC1)CC)C(=O)OCC)=O)I)C ((S)-ethyl 7-(2-(dimethylamino)ethylamino)-1-((1-ethylpyrrolidin-2-yl)methyl)-6-iodo-4-oxo-1,4-dihydro-1,8-naphthyridine-3-carboxylate), CN(CCNC1=C(C=C2C(C(=CN(C2=N1)C[C@H]1N(CCC1)CC)C(=O)OCC)=O)I)C ((S)-ethyl 7-(2-(dimethylamino)ethylamino)-1-((1-ethylpyrrolidin-2-yl)methyl)-6-iodo-4-oxo-1,4-dihydro-1,8-naphthyridine-3-carboxylate), C1CCOC1 (THF), [Li+].[OH-] (LiOH). The solvent is CO (methanol). Conditions: time 30 minute. Yields the product CN(CCNC1=C(C=C2C(C(=CN(C2=N1)C[C@H]1N(CCC1)CC)C(=O)O)=O)I)C ((S)-7-(2-(dimethylamino)ethylamino)-1-((1-ethylpyrrolidin-2-yl)methyl)-6-iodo-4-oxo-1,4-dihydro-1,8-naphthyridine-3-carboxylic acid). Reaction SMILES: [CH3:1][N:2]([CH3:31])[CH2:3][CH2:4][NH:5][C:6]1[N:15]=[C:14]2[C:9]([C:10](=[O:29])[C:11]([C:24]([O:26]CC)=[O:25])=[CH:12][N:13]2[CH2:16][C@@H:17]2[CH2:21][CH2:20][CH2:19][N:18]2[CH2:22][CH3:23])=[CH:8][C:7]=1[I:30].C1COCC1.[Li+].[OH-]>CO>[CH3:31][N:2]([CH3:1])[CH2:3][CH2:4][NH:5][C:6]1[N:15]=[C:14]2[C:9]([C:10](=[O:29])[C:11]([C:24]([OH:26])=[O:25])=[CH:12][N:13]2[CH2:16][C@@H:17]2[CH2:21][CH2:20][CH2:19][N:18]2[CH2:22][CH3:23])=[CH:8][C:7]=1[I:30] |f:2.3|. Reported procedure: (S)-ethyl 7-(2-(dimethylamino)ethylamino)-1-((1-ethylpyrrolidin-2-yl)methyl)-6-iodo-4-oxo-1,4-dihydro-1,8-naphthyridine-3-carboxylate (Intermediate 40) was then taken up in methanol (2 mL) and THF (5 mL) and 1 ml of 2N LiOH was added and stirred at room temperature for 30 min. The solvent was removed in vacuo to give (S)-7-(2-(dimethylamino)ethylamino)-1-((1-ethylpyrrolidin-2-yl)methyl)-6-iodo-4-oxo-1,4-dihydro-1,8-naphthyridine-3-carboxylic acid as a light brown solid, material, which will be c...